This data is from the Open Reaction Database (ORD), a public repository of structured organic reaction records. The task is: describe an organic reaction: reactants, conditions, products, and yield Reactants: NC=1C(=CC(=C(C1)O)Br)F (5-Amino-2-bromo-4-fluorophenol), C(C)I (ethyl iodide), C([O-])([O-])=O.[K+].[K+] (potassium carbonate). The solvent is C(C)#N (acetonitrile). The product is BrC1=CC(=C(N)C=C1OCC)F (4-bromo-5-ethoxy-2-fluoroaniline). The yield is 67.8%. Reaction SMILES: [NH2:1][C:2]1[C:3]([F:10])=[CH:4][C:5]([Br:9])=[C:6]([OH:8])[CH:7]=1.[CH2:11](I)[CH3:12].C(=O)([O-])[O-].[K+].[K+]>C(#N)C>[Br:9][C:5]1[C:6]([O:8][CH2:11][CH3:12])=[CH:7][C:2]([NH2:1])=[C:3]([F:10])[CH:4]=1 |f:2.3.4|. Procedure: 5-Amino-2-bromo-4-fluorophenol (10.30 g), ethyl iodide (9.36 g) and potassium carbonate (7.59 g) were suspended in acetonitrile (100 ml), and the mixture was heated under refluxing for about 6 hours. After the reaction, the precipitates were filtered, the solvent was distilled off, extracted with ethyl acetate, and dried over anhydrous magnesium sulfate. Then, ethyl acetate was distilled off, and the resulting oily substance was purified by chromatography on silica gel (ethyl acetate:n-hexane=1:... Product: CC(O)c1c(NC(=O)C(C)(C)C)c(F)c(F)c(F)c1OC1CCCCO1. RXN SMILES: [CH2:24]([Li:25])[CH2:26][CH2:27][CH3:28].[CH3:38][CH2:39][CH2:40][CH2:41][CH2:42][CH3:43].[CH:29]([CH3:30])=[O:31].[F:1][c:2]1[c:3]([O:17][CH:18]2[O:19][CH2:20][CH2:21][CH2:22][CH2:23]2)[cH:4][c:5]([NH:10][C:11]([C:12]([CH3:13])([CH3:14])[CH3:15])=[O:16])[c:6]([F:9])[c:7]1[F:8].[O:33]1[CH2:34][CH2:35][CH2:36][CH2:37]1.[OH2:32]>>[F:1][c:2]1[c:3]([O:17][CH:18]2[O:19][CH2:20][CH2:21][CH2:22][CH2:23]2)[c:4]([CH:29]([CH3:30])[OH:31])[c:5]([NH:10][C:11]([C:12]([CH3:13])([CH3:14])[CH3:15])=[O:16])[c:6]([F:9])[c:7]1[F:8]. The reactants are [Li]CCCC, CCCCCC, CC=O, CC(C)(C)C(=O)Nc1cc(OC2CCCCO2)c(F)c(F)c1F, C1CCOC1, O. Procedure: In DMF (96 ml) was dissolved 4-bromobenzenethiol (12 g). To the mixture were added dropwise at room temperature potassium carbonate (12.3 g) and sodium iodide (10.5 g) and then was added dropwise 2-chloroethylpropylether (9.6 ml), and the mixture was stirred at 90° C. for 14 hours and cooled to room temperature. The reaction mixture was added to water, and the mixture was extracted with ethyl acetate, washed with saturated brine and dried with magnesium sulfate. Under reduced pressure, the solve... The solvent is CN(C)C=O (DMF), O (water). Reaction conditions: temperature 90 celsius, time 14 hour. Reaction SMILES: [Br:1][C:2]1[CH:7]=[CH:6][C:5]([SH:8])=[CH:4][CH:3]=1.C(=O)([O-])[O-].[K+].[K+].[I-].[Na+].Cl[CH2:18][CH2:19][O:20][CH2:21][CH2:22][CH3:23]>CN(C=O)C.O>[Br:1][C:2]1[CH:7]=[CH:6][C:5]([S:8][CH2:18][CH2:19][O:20][CH2:21][CH2:22][CH3:23])=[CH:4][CH:3]=1 |f:1.2.3,4.5|. Product: BrC1=CC=C(C=C1)SCCOCCC (1-bromo-4-(2-propoxyethylthio)benzene). The reactants are ClCCOCCC (2-chloroethylpropylether), C([O-])([O-])=O.[K+].[K+] (potassium carbonate), [I-].[Na+] (sodium iodide), BrC1=CC=C(C=C1)S (4-bromobenzenethiol). The reactants are Cl (HCl), COC(=O)C=1C=CC2=C(SC(=C2)C(CC)(C2=CC(=C(C=C2)OCC(CC)(O)CC)C)CC)C1 (2-{1-Ethyl-1-[4-(2-ethyl-2-hydroxy-butoxy)-3-methyl-phenyl]-propyl}benzo[b]thiophene-6-carboxylic acid methyl ester), [OH-].[Na+] (NaOH). Run in O (H2O), CO (MeOH), O (H2O). Run at time 8 hour. Product: C(C)C(CC)(C1=CC(=C(C=C1)OCC(CC)(O)CC)C)C1=CC2=C(S1)C=C(C=C2)C(=O)O (2-{1-Ethyl-1-[4-(2-ethyl-2-hydroxy-butoxy)-3-methyl-phenyl]-propyl}benzo[b]thiophene-6-carboxylic acid). Isolated yield 90.2%. As a reaction SMILES: C[O:2][C:3]([C:5]1[CH:6]=[CH:7][C:8]2[CH:12]=[C:11]([C:13]([CH2:31][CH3:32])([C:16]3[CH:21]=[CH:20][C:19]([O:22][CH2:23][C:24]([CH2:28][CH3:29])([OH:27])[CH2:25][CH3:26])=[C:18]([CH3:30])[CH:17]=3)[CH2:14][CH3:15])[S:10][C:9]=2[CH:33]=1)=[O:4].[OH-].[Na+].Cl>CO.O>[CH2:14]([C:13]([C:11]1[S:10][C:9]2[CH:33]=[C:5]([C:3]([OH:4])=[O:2])[CH:6]=[CH:7][C:8]=2[CH:12]=1)([C:16]1[CH:21]=[CH:20][C:19]([O:22][CH2:23][C:24]([CH2:25][CH3:26])([OH:27])[CH2:28][CH3:29])=[C:18]([CH3:30])[CH:17]=1)[CH2:31][CH3:32])[CH3:15] |f:1.2|. Reported procedure: 2-{1-Ethyl-1-[4-(2-ethyl-2-hydroxy-butoxy)-3-methyl-phenyl]-propyl}benzo[b]thiophene-6-carboxylic acid methyl ester (0.48 g, 1.02 mmol) is dissolved in MeOH (2 mL) and treated with H2O (0.5 mL) and NaOH (0.20 g, 5.12 mmol). The resulting mixture is heated at a reflux for 2 h, cooled to RT, and stirred overnight. The solution is diluted with H2O (10 mL), adjusted to pH 3-4 using 1 M HCl, and extracted with EtOAc (40 mL). The EtOAc layer is washed with brine (20 mL), dried with MgSO4, filtered, an... The reactants are COc1cccc(C2CC3(N=C(SC)N(C)C3=O)c3cc(Br)ccc3O2)c1, CCO, N. The product is COc1cccc(C2CC3(N=C(N)N(C)C3=O)c3cc(Br)ccc3O2)c1. Reaction SMILES: [Br:1][c:2]1[cH:3][c:4]2[c:9]([cH:10][cH:11]1)[O:8][CH:7]([c:12]1[cH:13][c:14]([O:18][CH3:19])[cH:15][cH:16][cH:17]1)[CH2:6][C:5]21[N:20]=[C:21]([S:26][CH3:27])[N:22]([CH3:25])[C:23]1=[O:24].[CH3:29][CH2:30][OH:31].[NH3:28]>>[Br:1][c:2]1[cH:3][c:4]2[c:9]([cH:10][cH:11]1)[O:8][CH:7]([c:12]1[cH:13][c:14]([O:18][CH3:19])[cH:15][cH:16][cH:17]1)[CH2:6][C:5]21[N:20]=[C:21]([NH2:28])[N:22]([CH3:25])[C:23]1=[O:24]. Starting materials: ClC1=NC(=NC(=C1I)C(F)(F)F)C (4-Chloro-5-iodo-2-methyl-6-trifluoromethylpyrimidine), C[O-].[Na+] (sodium methoxide). Run in CO (methanol). Product: IC=1C(=NC(=NC1C(F)(F)F)C)OC (5-iodo-4-methoxy-2-methyl-6-trifluoromethylpyrimidine). The yield is 57.3%. Reaction SMILES: Cl[C:2]1[C:7]([I:8])=[C:6]([C:9]([F:12])([F:11])[F:10])[N:5]=[C:4]([CH3:13])[N:3]=1.[CH3:14][O-:15].[Na+]>CO>[I:8][C:7]1[C:2]([O:15][CH3:14])=[N:3][C:4]([CH3:13])=[N:5][C:6]=1[C:9]([F:12])([F:11])[F:10] |f:1.2|. Procedure details: 4-Chloro-5-iodo-2-methyl-6-trifluoromethylpyrimidine (23.0 g) was dissolved in methanol (150 ml) and sodium methoxide (30% methanol solution, 12.8 g) was added under ice cooling with stirring. After stirring over night at room temperature, the solvent was removed under reduced pressure. The residue was mixed with water and extracted with benzene, and then benzene layer was washed with water and brine, respectively and dried over magnesium sulfate. The solvent was removed under reduced pressure, ...